describe an organic reaction: reactants, conditions, products, and yield From a dataset of the Open Reaction Database (ORD), a public repository of structured organic reaction records. The reactants are COC1=CC=C(C=C1)C(N[C@H](C)C1=CC2=CC=CC=C2C=C1)C1=CC(=CC=C1)[N+](=O)[O-] (N-[(4-methoxyphenyl)-(3-nitrophenyl)methyl]-N-[(R)-1-(naphthalen-2-yl)ethyl]amine), [BH4-].[Na+] (sodium borohydride). The reagents and catalysts are O.O.O.O.O.O.[Ni](Cl)Cl (nickel chloride hexahydrate). Yields the product COC1=CC=C(C=C1)C(C=1C=C(C=CC1)N)N[C@H](C)C1=CC2=CC=CC=C2C=C1 (3-{(4-Methoxyphenyl)-[(R)-1-(naphthalen-2-yl)ethylamino]methyl}phenylamine). Yield: 92.0%. Reaction SMILES: [CH3:1][O:2][C:3]1[CH:8]=[CH:7][C:6]([CH:9]([C:23]2[CH:28]=[CH:27][CH:26]=[C:25]([N+:29]([O-])=O)[CH:24]=2)[NH:10][C@@H:11]([C:13]2[CH:22]=[CH:21][C:20]3[C:15](=[CH:16][CH:17]=[CH:18][CH:19]=3)[CH:14]=2)[CH3:12])=[CH:5][CH:4]=1.[BH4-].[Na+]>O.O.O.O.O.O.[Ni](Cl)Cl>[CH3:1][O:2][C:3]1[CH:8]=[CH:7][C:6]([CH:9]([NH:10][C@@H:11]([C:13]2[CH:22]=[CH:21][C:20]3[C:15](=[CH:16][CH:17]=[CH:18][CH:19]=3)[CH:14]=2)[CH3:12])[C:23]2[CH:24]=[C:25]([NH2:29])[CH:26]=[CH:27][CH:28]=2)=[CH:5][CH:4]=1 |f:1.2,3.4.5.6.7.8.9|. Reported procedure: Following a similar procedure to that described in Example (1b), 6.13 g of N-[(4-methoxyphenyl)-(3-nitrophenyl)methyl]-N-[(R)-1-(naphthalen-2-yl)ethyl]amine [prepared as described in step (a) above], 7.06 g of nickel chloride hexahydrate and 2.25 g of sodium borohydride were reacted, to obtain 5.23 g of the title compound as a pale yellow oil. Procedure: The compound of example 412 was prepared analogous to the compound of example 404 by hydrolysis of the compound of example 411. Reaction SMILES: C(C1C=CC(C(NC2C=CC(C3C=C4C(CN([C@@H](C(C)C)C(O)=O)C4=O)=CC=3)=NC=2)=O)=CC=1)(C)(C)C.[CH2:37]([O:41][C:42]1[CH:74]=[CH:73][C:45]([C:46]([NH:48][C:49]2[CH:50]=[CH:51][C:52]([C:55]3[CH:63]=[C:62]4[C:58]([CH2:59][N:60]([C@@H:65]([CH:70]([CH3:72])[CH3:71])[C:66]([O:68]C)=[O:67])[C:61]4=[O:64])=[CH:57][CH:56]=3)=[N:53][CH:54]=2)=[O:47])=[CH:44][CH:43]=1)[CH2:38][CH2:39][CH3:40]>>[CH2:37]([O:41][C:42]1[CH:74]=[CH:73][C:45]([C:46]([NH:48][C:49]2[CH:50]=[CH:51][C:52]([C:55]3[CH:63]=[C:62]4[C:58]([CH2:59][N:60]([C@@H:65]([CH:70]([CH3:71])[CH3:72])[C:66]([OH:68])=[O:67])[C:61]4=[O:64])=[CH:57][CH:56]=3)=[N:53][CH:54]=2)=[O:47])=[CH:44][CH:43]=1)[CH2:38][CH2:39][CH3:40]. Product: C(CCC)OC1=CC=C(C(=O)NC=2C=CC(=NC2)C2=CC=C3CN(C(C3=C2)=O)[C@H](C(=O)O)C(C)C)C=C1 ((S)-2-(6-(5-(4-Butoxybenzamido)pyridin-2-yl)-1-oxoisoindolin-2-yl)-3-methylbutanoic acid). Reactants: C(C)(C)(C)C1=CC=C(C(=O)NC=2C=CC(=NC2)C2=CC=C3CN(C(C3=C2)=O)[C@H](C(=O)O)C(C)C)C=C1 ((S)-2-(6-(5-(4-tert-Butylbenzamido)pyridin-2-yl)-1-oxoisoindolin-2-yl)-3-methyl butanoic acid), C(CCC)OC1=CC=C(C(=O)NC=2C=CC(=NC2)C2=CC=C3CN(C(C3=C2)=O)[C@H](C(=O)OC)C(C)C)C=C1 ((S)-Methyl 2-(6-(5-(4-butoxybenzamido)pyridin-2-yl)-1-oxoisoindolin-2-yl)-3-methylbutanoate). The yield is 78.0%. Reactants: CC(C)(C)[Si](C)(C)Cl, CN(C)c1ccncc1, ClCCl, COc1ccc(F)c(-c2ccc(CO)cc2C(=O)C(C)(C)C)c1. Product: COc1ccc(F)c(-c2ccc(CO[Si](C)(C)C(C)(C)C)cc2C(=O)C(C)(C)C)c1. RXN SMILES: [C:24]([CH3:25])([CH3:26])([CH3:27])[Si:28]([CH3:29])([CH3:30])[Cl:31].[CH3:35][N:36]([c:37]1[cH:38][cH:39][n:40][cH:41][cH:42]1)[CH3:43].[Cl:32][CH2:33][Cl:34].[F:1][c:2]1[c:3](-[c:10]2[c:11]([C:18]([C:19]([CH3:20])([CH3:21])[CH3:22])=[O:23])[cH:12][c:13]([CH2:16][OH:17])[cH:14][cH:15]2)[cH:4][c:5]([O:8][CH3:9])[cH:6][cH:7]1>>[F:1][c:2]1[c:3](-[c:10]2[c:11]([C:18]([C:19]([CH3:20])([CH3:21])[CH3:22])=[O:23])[cH:12][c:13]([CH2:16][O:17][Si:28]([C:24]([CH3:25])([CH3:26])[CH3:27])([CH3:29])[CH3:30])[cH:14][cH:15]2)[cH:4][c:5]([O:8][CH3:9])[cH:6][cH:7]1. The reactants are CC(C)(C)OC(=O)N1CCc2ccc(Cl)c(SCCCc3ccc4c(c3)C(C)(C)C(=O)N4)c2CC1, ClCCl, O=C(O)C(F)(F)F. Product: CC1(C)C(=O)Nc2ccc(CCCSc3c(Cl)ccc4c3CCNCC4)cc21. RXN SMILES: [C:8]([O:9][C:10](=[O:11])[N:15]1[CH2:16][CH2:17][c:18]2[c:19]([c:22]([S:27][CH2:28][CH2:29][CH2:30][c:31]3[cH:32][c:33]4[c:37]([cH:38][cH:39]3)[NH:36][C:35](=[O:40])[C:34]4([CH3:41])[CH3:42])[c:23]([Cl:26])[cH:24][cH:25]2)[CH2:20][CH2:21]1)([CH3:12])([CH3:13])[CH3:14].[Cl:43][CH2:44][Cl:45].[OH:1][C:2]([C:3]([F:4])([F:5])[F:6])=[O:7]>>[NH:15]1[CH2:16][CH2:17][c:18]2[c:19]([c:22]([S:27][CH2:28][CH2:29][CH2:30][c:31]3[cH:32][c:33]4[c:37]([cH:38][cH:39]3)[NH:36][C:35](=[O:40])[C:34]4([CH3:41])[CH3:42])[c:23]([Cl:26])[cH:24][cH:25]2)[CH2:20][CH2:21]1. The reactants are COC(=O)c1cncc(Br)c1, CCOC(C)=O, Cc1ccccc1, CCO, [F-], OB(O)c1ccc(OC(F)(F)F)cc1, [K+], O, c1ccc(P(c2ccccc2)(c2ccccc2)[Pd](P(c2ccccc2)(c2ccccc2)c2ccccc2)(P(c2ccccc2)(c2ccccc2)c2ccccc2)P(c2ccccc2)(c2ccccc2)c2ccccc2)cc1. Product: COC(=O)c1cncc(-c2ccc(OC(F)(F)F)cc2)c1. Reaction SMILES: [Br:1][c:2]1[cH:3][n:4][cH:5][c:6]([C:7](=[O:8])[O:9][CH3:10])[cH:11]1.[CH3:28][CH2:29][O:30][C:31](=[O:32])[CH3:33].[CH3:34][c:35]1[cH:36][cH:37][cH:38][cH:39][cH:40]1.[CH3:41][CH2:42][OH:43].[F-:26].[F:12][C:13]([O:14][c:15]1[cH:16][cH:17][c:18]([B:21]([OH:22])[OH:23])[cH:19][cH:20]1)([F:24])[F:25].[K+:27].[OH2:44].[cH:45]1[cH:46][cH:47][c:48]([P:49]([Pd:50]([P:51]([c:52]2[cH:53][cH:54][cH:55][cH:56][cH:57]2)([c:58]2[cH:59][cH:60][cH:61][cH:62][cH:63]2)[c:64]2[cH:65][cH:66][cH:67][cH:68][cH:69]2)([P:70]([c:71]2[cH:72][cH:73][cH:74][cH:75][cH:76]2)([c:77]2[cH:78][cH:79][cH:80][cH:81][cH:82]2)[c:83]2[cH:84][cH:85][cH:86][cH:87][cH:88]2)[P:89]([c:90]2[cH:91][cH:92][cH:93][cH:94][cH:95]2)([c:96]2[cH:97][cH:98][cH:99][cH:100][cH:101]2)[c:102]2[cH:103][cH:104][cH:105][cH:106][cH:107]2)([c:108]2[cH:109][cH:110][cH:111][cH:112][cH:113]2)[c:114]2[cH:115][cH:116][cH:117][cH:118][cH:119]2)[cH:120][cH:121]1>>[c:2]1(-[c:18]2[cH:17][cH:16][c:15]([O:14][C:13]([F:12])([F:24])[F:25])[cH:20][cH:19]2)[cH:3][n:4][cH:5][c:6]([C:7](=[O:8])[O:9][CH3:10])[cH:11]1. Starting materials: CC(=O)O, CN(C)C=O, CC(C)O, O=c1[nH]cnc2cc(F)cc(F)c12, [H-], [Na+]. Yields the product CC(C)Oc1cc(F)cc2nc[nH]c(=O)c12. As a reaction SMILES: [CH3:20][C:21](=[O:22])[OH:23].[CH3:24][N:25]([CH3:26])[CH:27]=[O:28].[CH:14]([CH3:15])([CH3:16])[OH:17].[F:1][c:2]1[c:3]2[c:4](=[O:13])[nH:5][cH:6][n:7][c:8]2[cH:9][c:10]([F:12])[cH:11]1.[H-:18].[Na+:19]>>[c:2]1([O:17][CH:14]([CH3:15])[CH3:16])[c:3]2[c:4](=[O:13])[nH:5][cH:6][n:7][c:8]2[cH:9][c:10]([F:12])[cH:11]1. Starting materials: CC(C)(C)c1cc([N+](=O)[O-])ccc1Cl, CCOC(C)=O, O, Cl[Sn]Cl. Yields the product CC(C)(C)c1cc(N)ccc1Cl. Reaction SMILES: [C:1]([CH3:2])([CH3:3])([CH3:4])[c:5]1[c:6]([Cl:14])[cH:7][cH:8][c:9]([N+:11]([O-:12])=[O:13])[cH:10]1.[CH3:19][CH2:20][O:21][C:22]([CH3:23])=[O:24].[OH2:18].[Sn:15]([Cl:16])[Cl:17]>>[C:1]([CH3:2])([CH3:3])([CH3:4])[c:5]1[c:6]([Cl:14])[cH:7][cH:8][c:9]([NH2:11])[cH:10]1. Starting materials: CC1C=2N(CCN1)C=CC2 (1-methyl-1,2,3,4-tetrahydropyrrolo[1,2-a]pyrazine), C1(CCC(=O)O1)=O (succinic anhydride). The solvent is C1CCOC1 (THF), C1CCOC1 (THF). Reaction conditions: time 2 hour. The product is CC1C=2N(CCN1C(CCC(=O)O)=O)C=CC2 (4-(1-methyl-3,4-dihydropyrrolo[1,2-a]pyrazin-2(1H)-yl)-4-oxobutanoic acid). The yield is 65.7%. RXN SMILES: [CH3:1][CH:2]1[NH:7][CH2:6][CH2:5][N:4]2[CH:8]=[CH:9][CH:10]=[C:3]12.[C:11]1(=[O:17])[O:16][C:14](=[O:15])[CH2:13][CH2:12]1>C1COCC1>[CH3:1][CH:2]1[N:7]([C:11](=[O:17])[CH2:12][CH2:13][C:14]([OH:16])=[O:15])[CH2:6][CH2:5][N:4]2[CH:8]=[CH:9][CH:10]=[C:3]12. Procedure details: A solution of (190 mg, 1.4 mmol) of 1-methyl-1,2,3,4-tetrahydropyrrolo[1,2-a]pyrazine (A21) in THF (10 ml) was added dropwise in the course of 30 min to a suspension of (558 mg, 5.6 mmol) of succinic anhydride in THF (10 ml). The mixture was then stirred for 2 h at RT and concentrated in vacuo. The residue was taken up in chloroform, washed with water and brine, dried over MgSO4 and concentrated in vacuo. 257 mg (0.92 mmol, 54%) of 4-(1-methyl-3,4-dihydropyrrolo[1,2-a]pyrazin-2(1H)-yl)-4-oxobuta... Starting materials: CC(=O)OC1CSC(Oc2cncc(Br)c2)C(OC(C)=O)C1OC(C)=O, OB(O)c1cccnc1Cl. Product: CC(=O)OC1CSC(Oc2cncc(-c3cccnc3Cl)c2)C(OC(C)=O)C1OC(C)=O. Reaction SMILES: [C:1]([CH3:2])(=[O:3])[O:4][CH:5]1[CH:6]([O:7][c:8]2[cH:9][n:10][cH:11][c:12]([Br:14])[cH:13]2)[S:15][CH2:16][CH:17]([O:23][C:24]([CH3:25])=[O:26])[CH:18]1[O:19][C:20]([CH3:21])=[O:22].[Cl:27][c:28]1[n:29][cH:30][cH:31][cH:32][c:33]1[B:34]([OH:35])[OH:36]>>[C:1]([CH3:2])(=[O:3])[O:4][CH:5]1[CH:6]([O:7][c:8]2[cH:9][n:10][cH:11][c:12](-[c:33]3[c:28]([Cl:27])[n:29][cH:30][cH:31][cH:32]3)[cH:13]2)[S:15][CH2:16][CH:17]([O:23][C:24]([CH3:25])=[O:26])[CH:18]1[O:19][C:20]([CH3:21])=[O:22].